From a dataset of the Open Reaction Database (ORD), a public repository of structured organic reaction records. describe an organic reaction: reactants, conditions, products, and yield Reactants: CCc1[nH]c(C(=O)O)nc1Cl, ClCCl, CCCCOC(=O)c1nc(N2CCC(N)C(OCC)C2)oc1C, On1nnc2ccccc21. Product: CCCCOC(=O)c1nc(N2CCC(NC(=O)c3nc(Cl)c(CC)[nH]3)C(OCC)C2)oc1C. As a reaction SMILES: [Cl:24][c:25]1[n:26][c:27]([C:32](=[O:33])[OH:34])[nH:28][c:29]1[CH2:30][CH3:31].[Cl:45][CH2:46][Cl:47].[NH2:1][CH:2]1[CH:3]([O:21][CH2:22][CH3:23])[CH2:4][N:5]([c:8]2[o:9][c:10]([CH3:20])[c:11]([C:13](=[O:14])[O:15][CH2:16][CH2:17][CH2:18][CH3:19])[n:12]2)[CH2:6][CH2:7]1.[OH:35][n:36]1[c:37]2[c:38]([cH:39][cH:40][cH:41][cH:42]2)[n:43][n:44]1>>[NH:1]([CH:2]1[CH:3]([O:21][CH2:22][CH3:23])[CH2:4][N:5]([c:8]2[o:9][c:10]([CH3:20])[c:11]([C:13](=[O:14])[O:15][CH2:16][CH2:17][CH2:18][CH3:19])[n:12]2)[CH2:6][CH2:7]1)[C:32]([c:27]1[n:26][c:25]([Cl:24])[c:29]([CH2:30][CH3:31])[nH:28]1)=[O:33]. Reactants: C(CCC)N1C(C(C2=CC=CC=C12)(CC(C1=NC=CC=C1)=O)O)=O (1-butyl-3-hydroxy-3-(2-oxo-2-(pyridin-2-yl)ethyl)indolin-2-one), ClC=1C=C2C(C(N(C2=CC1)CC(C)C)=O)=O (5-chloro-1-isobutylindoline-2,3-dione), C(C)(=O)C1=NC=CC=C1 (2-acetyl pyridine). Product: ClC=1C=C2C(C(N(C2=CC1)CC(C)C)=O)(CC(C1=NC=CC=C1)=O)O (5-chloro-3-hydroxy-1-isobutyl-3-(2-oxo-2-(pyridin-2-yl)ethyl)indolin-2-one). As a reaction SMILES: C(N1C2C(=CC=CC=2)C(O)([CH2:14][C:15](=[O:22])[C:16]2[CH:21]=[CH:20][CH:19]=[CH:18][N:17]=2)C1=O)CCC.[Cl:25][C:26]1[CH:27]=[C:28]2[C:32](=[CH:33][CH:34]=1)[N:31]([CH2:35][CH:36]([CH3:38])[CH3:37])[C:30](=[O:39])[C:29]2=[O:40].C(C1C=CC=CN=1)(=O)C>>[Cl:25][C:26]1[CH:27]=[C:28]2[C:32](=[CH:33][CH:34]=1)[N:31]([CH2:35][CH:36]([CH3:37])[CH3:38])[C:30](=[O:39])[C:29]2([OH:40])[CH2:14][C:15](=[O:22])[C:16]1[CH:21]=[CH:20][CH:19]=[CH:18][N:17]=1. Procedure details: This compound was made in a similar manner to 1-butyl-3-hydroxy-3-(2-oxo-2-(pyridin-2-yl)ethyl)indolin-2-one using 5-chloro-1-isobutylindoline-2,3-dione and commercially available 2-acetyl pyridine (purchased from Fisher Scientific). 1H-NMR δ 8.71 (ddd, 1H), 8.13 (dd, 1H), 7.93 (dd, 1H), 7.56 (ddd, 1H), 7.31 (d, 1H), 7.28-7.26 (m, 2H), 6.78 (d, 1H), 3.74 (dd, 1H), 3.56-3.40 (m, 3H), 2.13 (m, 1H), 0.96 (d, 6H). calculated mass for C19H19ClN2O3, 358.11, observed, 359.1 (M+1). Reaction SMILES: [C:44](=[O:45])([O-:46])[OH:47].[CH3:1][c:2]1[c:3]([NH:9][c:10]2[n:11][cH:12][cH:13][c:14](-[c:16]3[cH:17][n:18][cH:19][n:20][cH:21]3)[n:15]2)[cH:4][c:5]([NH2:6])[cH:7][cH:8]1.[ClH:22].[F:23][CH:24]([c:25]1[cH:26][c:27]([C:28](=[O:29])[Cl:30])[cH:31][cH:32][c:33]1[CH2:34][N:35]1[CH2:36][CH2:37][N:38]([CH3:41])[CH2:39][CH2:40]1)[F:42].[Na+:48].[OH2:43].[cH:49]1[cH:50][cH:51][n:52][cH:53][cH:54]1>>[CH3:1][c:2]1[c:3]([NH:9][c:10]2[n:11][cH:12][cH:13][c:14](-[c:16]3[cH:17][n:18][cH:19][n:20][cH:21]3)[n:15]2)[cH:4][c:5]([NH:6][C:28]([c:27]2[cH:26][c:25]([CH:24]([F:23])[F:42])[c:33]([CH2:34][N:35]3[CH2:36][CH2:37][N:38]([CH3:41])[CH2:39][CH2:40]3)[cH:32][cH:31]2)=[O:29])[cH:7][cH:8]1. The reactants are O=C([O-])O, Cc1ccc(N)cc1Nc1nccc(-c2cncnc2)n1, Cl, CN1CCN(Cc2ccc(C(=O)Cl)cc2C(F)F)CC1, [Na+], O, c1ccncc1. Yields the product Cc1ccc(NC(=O)c2ccc(CN3CCN(C)CC3)c(C(F)F)c2)cc1Nc1nccc(-c2cncnc2)n1. Starting materials: O1SCN(CC1)C1=C(C=CC=C1)NC(=S)N (1-(2-thiamorpholinophenyl)thiourea), CI (methyl iodide). The solvent is CC(=O)C (acetone). Product: I.CSC(NC1=C(C=CC=C1)N1CSOCC1)=N (2-methyl-1-(2-thiamorpholinophenyl)-2-thiopseudourea hydroiodide). RXN SMILES: [O:1]1[CH2:6][CH2:5][N:4]([C:7]2[CH:12]=[CH:11][CH:10]=[CH:9][C:8]=2[NH:13][C:14]([NH2:16])=[S:15])[CH2:3][S:2]1.[CH3:17][I:18]>CC(C)=O>[IH:18].[CH3:17][S:15][C:14](=[NH:16])[NH:13][C:8]1[CH:9]=[CH:10][CH:11]=[CH:12][C:7]=1[N:4]1[CH2:5][CH2:6][O:1][S:2][CH2:3]1 |f:3.4|. Procedure: A mixture of 1-(2-thiamorpholinophenyl)thiourea (12.6 g), methyl iodide (7.1 g) and acetone (60 ml) was heated at 90°-95° C. for 21/2 hours. The solvent was removed by evaporation and the residue dried under vacuum (5 mm/Hg) to give 2-methyl-1-(2-thiamorpholinophenyl)-2-thiopseudourea hydroiodide (m.p. 176°-177° C.). Starting materials: O=C1C(NC(N1CC1CCNCC1)=CC(=O)C1=CC=C(C#N)C=C1)(CC1=CC=NC=C1)CC1=CC=NC=C1 (4-[(5-Oxo-1-piperidin-4-ylmethyl-4,4-bis-pyridin-4-ylmethyl-imidazolidin-2-ylidene)-acetyl]-benzonitrile), CN(S(=O)(=O)Cl)C (N,N-dimethylsulfamyl chloride). Product: CN(S(=O)(=O)N1CCC(CC1)CN1C(NC(C1=O)(CC1=CC=NC=C1)CC1=CC=NC=C1)=CC(=O)C1=CC=C(C=C1)C#N)C (4-{2-[2-(4Cyano-phenyl)-2-oxo-ethylidene]-5-oxo-4,4-bis-pyridin-4-ylmethyl-imidazolidin-1-ylmethyl}-piperidine-1-sulfonic acid dimethylamide). As a reaction SMILES: [O:1]=[C:2]1[N:6]([CH2:7][CH:8]2[CH2:13][CH2:12][NH:11][CH2:10][CH2:9]2)[C:5](=[CH:14][C:15]([C:17]2[CH:24]=[CH:23][C:20]([C:21]#[N:22])=[CH:19][CH:18]=2)=[O:16])[NH:4][C:3]1([CH2:32][C:33]1[CH:38]=[CH:37][N:36]=[CH:35][CH:34]=1)[CH2:25][C:26]1[CH:31]=[CH:30][N:29]=[CH:28][CH:27]=1.[CH3:39][N:40]([CH3:45])[S:41](Cl)(=[O:43])=[O:42]>>[CH3:39][N:40]([CH3:45])[S:41]([N:11]1[CH2:12][CH2:13][CH:8]([CH2:7][N:6]2[C:2](=[O:1])[C:3]([CH2:25][C:26]3[CH:31]=[CH:30][N:29]=[CH:28][CH:27]=3)([CH2:32][C:33]3[CH:38]=[CH:37][N:36]=[CH:35][CH:34]=3)[NH:4][C:5]2=[CH:14][C:15]([C:17]2[CH:18]=[CH:19][C:20]([C:21]#[N:22])=[CH:23][CH:24]=2)=[O:16])[CH2:9][CH2:10]1)(=[O:43])=[O:42]. Procedure details: According to the procedure of Example 13, the title compound of 40B (50 mg, 0.099 mmol) and N,N-dimethylsulfamyl chloride (0.025 ml, 0.237 mmol) were reacted to generate the title compound as a white solid (14 mg, 0.023 mmol, 19% yield).